Dataset: the Open Reaction Database (ORD), a public repository of structured organic reaction records. Task: describe an organic reaction: reactants, conditions, products, and yield Reactants: monoimide, [OH-].[K+] (KOH), C1=CC2=C3C(=CC=C4C5=CC=CC6=CC=CC(C1=C34)=C56)C(=O)OC2=O (perylene-3,4-dicarboxylic anhydride), 2b. Run in C(C)(C)(C)O (tert-butyl alcohol). Yields the product C1=CC(=C2C(=CC=C3C4=CC=CC5=CC=CC(C1=C23)=C45)C(=O)O)C(=O)O (perylene-3,4-dicarboxylic acid). Isolated yield 50.0%. As a reaction SMILES: [CH:1]1[C:18]2=[C:19]3[C:8]([C:9]4[C:20]5[C:13](=[CH:14][CH:15]=[CH:16][C:17]2=5)[CH:12]=[CH:11][CH:10]=4)=[CH:7][CH:6]=[C:5]2[C:21]([O:23][C:24](=[O:25])[C:3](=[C:4]23)[CH:2]=1)=[O:22].[OH-:26].[K+]>C(O)(C)(C)C>[CH:1]1[C:18]2=[C:19]3[C:8]([C:9]4[C:20]5[C:13](=[CH:14][CH:15]=[CH:16][C:17]2=5)[CH:12]=[CH:11][CH:10]=4)=[CH:7][CH:6]=[C:5]([C:21]([OH:23])=[O:22])[C:4]3=[C:3]([C:24]([OH:25])=[O:26])[CH:2]=1 |f:1.2|. Reported procedure: At a yield of 50% in the reaction in the autoclave, monoimide 2b is a suitable starting material for preparing perylene-3,4-dicarboxylic anhydride 4. To this end, 2b is reacted, for example, with KOH in tert-butyl alcohol, followed by hydrolysis to give the monoamide of perylene-3,4-dicarboxylic acid. Acidification of the alkaline solution of the monoamide thus obtained results in further hydrolysis of a portion thereof to give the desired perylene-3,4-dicarboxylic anhydride (4) (while the other... Reactants: CC(C)(C)OC(=O)CCc1ccc(-c2nnn(C(C)(C)C)n2)cc1, O=C(O)C(F)(F)F. Yields the product CC(C)(C)n1nnc(-c2ccc(CCC(=O)O)cc2)n1. RXN SMILES: [CH3:1][C:2]([CH3:3])([O:4][C:5]([CH2:6][CH2:7][c:8]1[cH:9][cH:10][c:11](-[c:14]2[n:15][n:16][n:17]([C:19]([CH3:20])([CH3:21])[CH3:22])[n:18]2)[cH:12][cH:13]1)=[O:23])[CH3:24].[OH:25][C:26]([C:27]([F:28])([F:29])[F:30])=[O:31]>>[O:4]=[C:5]([CH2:6][CH2:7][c:8]1[cH:9][cH:10][c:11](-[c:14]2[n:15][n:16][n:17]([C:19]([CH3:20])([CH3:21])[CH3:22])[n:18]2)[cH:12][cH:13]1)[OH:23]. The reactants are O=C(c1ccccc1)C1CC(=O)N(c2ccc(O)c(F)c2)C1, CN(C)c1ccncc1, CCOC(C)=O, COc1cc2nccc(Cl)c2cc1OC, C1COCCO1. The product is COc1cc2nccc(Oc3ccc(N4CC(C(=O)c5ccccc5)CC4=O)cc3F)c2cc1OC. RXN SMILES: [C:16]([c:17]1[cH:18][cH:19][cH:20][cH:21][cH:22]1)(=[O:23])[CH:24]1[CH2:25][C:26](=[O:37])[N:27]([c:29]2[cH:30][c:31]([F:36])[c:32]([OH:35])[cH:33][cH:34]2)[CH2:28]1.[CH3:38][N:39]([c:40]1[cH:41][cH:42][n:43][cH:44][cH:45]1)[CH3:46].[CH3:53][CH2:54][O:55][C:56]([CH3:57])=[O:58].[Cl:1][c:2]1[cH:3][cH:4][n:5][c:6]2[cH:7][c:8]([O:14][CH3:15])[c:9]([O:12][CH3:13])[cH:10][c:11]12.[O:47]1[CH2:48][CH2:49][O:50][CH2:51][CH2:52]1>>[c:2]1([O:35][c:32]2[c:31]([F:36])[cH:30][c:29]([N:27]3[C:26](=[O:37])[CH2:25][CH:24]([C:16]([c:17]4[cH:18][cH:19][cH:20][cH:21][cH:22]4)=[O:23])[CH2:28]3)[cH:34][cH:33]2)[cH:3][cH:4][n:5][c:6]2[cH:7][c:8]([O:14][CH3:15])[c:9]([O:12][CH3:13])[cH:10][c:11]12. Procedure details: Following the procedure of Example 23, 6-(2-thienyl)11H-pyrido[2,3-b][1,4]benzodiazepine is reacted with sodium hydride followed by reaction with 3-dimethylaminopropyl chloride to give the title compound. Reaction SMILES: [S:1]1[CH:5]=[CH:4][CH:3]=[C:2]1[C:6]1[C:12]2[CH:13]=[CH:14][CH:15]=[CH:16][C:11]=2[NH:10][C:9]2[N:17]=[CH:18][CH:19]=[CH:20][C:8]=2[N:7]=1.[H-].[Na+].[CH3:23][N:24]([CH3:29])[CH2:25][CH2:26][CH2:27]Cl>>[CH3:23][N:24]([CH3:29])[CH2:25][CH2:26][CH2:27][N:10]1[C:11]2[CH:16]=[CH:15][CH:14]=[CH:13][C:12]=2[C:6]([C:2]2[S:1][CH:5]=[CH:4][CH:3]=2)=[N:7][C:8]2[CH:20]=[CH:19][CH:18]=[N:17][C:9]1=2 |f:1.2|. Yields the product CN(CCCN1C2=C(N=C(C3=C1C=CC=C3)C=3SC=CC3)C=CC=N2)C (N,N-Dimethyl-6-(2-thienyl)-11H-pyrido[2,3-b][1,4]benzodiazepine-11-propanamine). Reactants: S1C(=CC=C1)C1=NC2=C(NC3=C1C=CC=C3)N=CC=C2 (6-(2-thienyl)11H-pyrido[2,3-b][1,4]benzodiazepine), [H-].[Na+] (sodium hydride), CN(CCCCl)C (3-dimethylaminopropyl chloride). Reactants: C(C)(C)(C)OC(=O)NCCOC1=NOC(=C1)C1=CC=CC=C1 (3-(2-(N-tert-Butoxycarbonylamino)ethoxy)-5-phenylisoxazole), C(C)I (ethyl iodide). The product is C(C)(C)(C)OC(=O)NCCOC1=NOC(=C1CC)C1=CC=CC=C1 (3-(2-(N-tert-Butoxycarbonylamino)ethoxy)-4-ethyl-5-phenylisoxazole). The yield is 73.0%. Reaction SMILES: [C:1]([O:5][C:6]([NH:8][CH2:9][CH2:10][O:11][C:12]1[CH:16]=[C:15]([C:17]2[CH:22]=[CH:21][CH:20]=[CH:19][CH:18]=2)[O:14][N:13]=1)=[O:7])([CH3:4])([CH3:3])[CH3:2].[CH2:23](I)[CH3:24]>>[C:1]([O:5][C:6]([NH:8][CH2:9][CH2:10][O:11][C:12]1[C:16]([CH2:23][CH3:24])=[C:15]([C:17]2[CH:22]=[CH:21][CH:20]=[CH:19][CH:18]=2)[O:14][N:13]=1)=[O:7])([CH3:4])([CH3:2])[CH3:3]. Procedure details: 3-(2-(N-tert-Butoxycarbonylamino)ethoxy)-5-phenylisoxazole (0.3 g) and ethyl iodide (0.12 ml) were subjected to reaction and post-treatment in a similar manner to that described in Example 14(a) to obtain the title compound (0.24 g, 73%) as a colorless oil. The reactants are COCC(C)Oc1cc(Oc2ccc(S(C)(=O)=O)nc2)cc(-c2ccc(C3=NC(C)C(CO[Si](C(C)C)(C(C)C)C(C)C)O3)[nH]2)c1, CCCC[N+](CCCC)(CCCC)CCCC, [F-], C1CCOC1, O. Yields the product COCC(C)Oc1cc(Oc2ccc(S(C)(=O)=O)nc2)cc(-c2ccc(C3=NC(C)C(CO)O3)[nH]2)c1. Reaction SMILES: [CH3:1][O:2][CH2:3][CH:4]([O:5][c:6]1[cH:7][c:8]([O:9][c:10]2[cH:11][cH:12][c:13]([S:16](=[O:17])(=[O:18])[CH3:19])[n:14][cH:15]2)[cH:20][c:21](-[c:23]2[nH:24][c:25]([C:28]3=[N:32][CH:31]([CH3:33])[CH:30]([CH2:34][O:35][Si:36]([CH:37]([CH3:38])[CH3:39])([CH:40]([CH3:41])[CH3:42])[CH:43]([CH3:44])[CH3:45])[O:29]3)[cH:26][cH:27]2)[cH:22]1)[CH3:46].[CH3:48][CH2:49][CH2:50][CH2:51][N+:52]([CH2:53][CH2:54][CH2:55][CH3:56])([CH2:57][CH2:58][CH2:59][CH3:60])[CH2:61][CH2:62][CH2:63][CH3:64].[F-:47].[O:66]1[CH2:67][CH2:68][CH2:69][CH2:70]1.[OH2:65]>>[CH3:1][O:2][CH2:3][CH:4]([O:5][c:6]1[cH:7][c:8]([O:9][c:10]2[cH:11][cH:12][c:13]([S:16](=[O:17])(=[O:18])[CH3:19])[n:14][cH:15]2)[cH:20][c:21](-[c:23]2[nH:24][c:25]([C:28]3=[N:32][CH:31]([CH3:33])[CH:30]([CH2:34][OH:35])[O:29]3)[cH:26][cH:27]2)[cH:22]1)[CH3:46]. The reactants are O(C1=CC=CC=C1)C1=CC=C(C=C1)C1=NN(C2=NC=NC(=C21)N)C2CCNCC2 (3-(4-phenoxyphenyl)-1-(4-piperidyl)-1H-pyrazolo[3,4-d]pyrimidin-4-amine), O(C1=CC=CC=C1)C1=CC=C(C=C1)C1=NN(C2=NC=NC(=C21)N)C2CCNCC2 (3-(4-phenoxyphenyl)-1-(4-piperidyl)-1H-pyrazolo[3,4-d]pyrimidin-4-amine), C(C)(C)(C)OC(=O)N1CCC(CC1)=O (1-tert-butoxycarbonyl-4-piperidone), C(C)(=O)O[BH-](OC(C)=O)OC(C)=O.[Na+] (sodium triacetoxyborohydride), C(C)(=O)O (acetic acid), C([O-])(O)=O.[Na+] (sodium bicarbonate). Run in ClCCCl (1,2-dichloroethane), O (water). Conditions: time 8 hour. The product is C(C)(C)(C)OC(=O)N1CCC(CC1)N1CCC(CC1)N1N=C(C=2C1=NC=NC2N)C2=CC=C(C=C2)OC2=CC=CC=C2 (1-[1-(1-tert-butoxycarbonyl-4-piperidyl)-4-piperidyl]-3-(4-phenoxyphenyl)-1H-pyrazolo[3,4-d]pyrimidin-4-amine). The yield is 49.2%. Reaction SMILES: [O:1]([C:8]1[CH:13]=[CH:12][C:11]([C:14]2[C:22]3[C:17](=[N:18][CH:19]=[N:20][C:21]=3[NH2:23])[N:16]([CH:24]3[CH2:29][CH2:28][NH:27][CH2:26][CH2:25]3)[N:15]=2)=[CH:10][CH:9]=1)[C:2]1[CH:7]=[CH:6][CH:5]=[CH:4][CH:3]=1.[C:30]([O:34][C:35]([N:37]1[CH2:42][CH2:41][C:40](=O)[CH2:39][CH2:38]1)=[O:36])([CH3:33])([CH3:32])[CH3:31].C(O[BH-](OC(=O)C)OC(=O)C)(=O)C.[Na+].C(O)(=O)C.C(=O)(O)[O-].[Na+]>O.ClCCCl>[C:30]([O:34][C:35]([N:37]1[CH2:42][CH2:41][CH:40]([N:27]2[CH2:28][CH2:29][CH:24]([N:16]3[C:17]4=[N:18][CH:19]=[N:20][C:21]([NH2:23])=[C:22]4[C:14]([C:11]4[CH:10]=[CH:9][C:8]([O:1][C:2]5[CH:7]=[CH:6][CH:5]=[CH:4][CH:3]=5)=[CH:13][CH:12]=4)=[N:15]3)[CH2:25][CH2:26]2)[CH2:39][CH2:38]1)=[O:36])([CH3:33])([CH3:31])[CH3:32] |f:2.3,5.6|. Procedure: 3-(4-phenoxyphenyl)-1-(4-piperidyl)-1H-pyrazolo[3,4-d]pyrimidin-4-amine (Compound 2) (350 mg, 0.906 mmol), 1-tert-butoxycarbonyl-4-piperidone(198mg, 0.996 mmol), sodium triacetoxyborohydride (288 mg, 1.358 mmol) and glacial acetic acid(60 ul, 0.996 mmol) were mixed with 5 ml of 1,2-dichloroethane. After stirring at room temperature overnight, 2 ml of water was added followed by solid sodium bicarbonate until the pH reached about 8. The layers were separated and the aqueous layer was extracted wi...